From a dataset of the Open Reaction Database (ORD), a public repository of structured organic reaction records. describe an organic reaction: reactants, conditions, products, and yield Starting materials: CCOC(=O)C(O)C([NH3+])Cc1ccccc1, [Cl-], O=C(O)C1CCC(=O)N1Cc1ccccc1Cl. The product is CCOC(=O)C(O)C(Cc1ccccc1)NC(=O)C1CCC(=O)N1Cc1ccccc1Cl. RXN SMILES: [CH2:19]([CH3:20])[O:21][C:22]([CH:23]([CH:24]([CH2:25][c:26]1[cH:27][cH:28][cH:29][cH:30][cH:31]1)[NH3+:32])[OH:33])=[O:34].[Cl-:18].[Cl:1][c:2]1[c:3]([CH2:4][N:5]2[CH:6]([C:11](=[O:12])[OH:13])[CH2:7][CH2:8][C:9]2=[O:10])[cH:14][cH:15][cH:16][cH:17]1>>[Cl:1][c:2]1[c:3]([CH2:4][N:5]2[CH:6]([C:11](=[O:13])[NH:32][CH:24]([CH:23]([C:22]([O:21][CH2:19][CH3:20])=[O:34])[OH:33])[CH2:25][c:26]3[cH:27][cH:28][cH:29][cH:30][cH:31]3)[CH2:7][CH2:8][C:9]2=[O:10])[cH:14][cH:15][cH:16][cH:17]1. Reactants: C([O-])([O-])=O.[K+].[K+] (Potassium carbonate), Cl.Cl.Cl.Cl.N1(CCNCCC1)CCCN1CCNCCC1 (1,1′-trimethylenedi-(hexahydro-1,4-diazepine) tetrahydrochloride). Run in O (water). Conditions: time 15 minute. The product is N1(CCNCCC1)CCCN1CCNCCC1 (1,1′-trimethylene di(hexahydro-1,4-diazepine)). Yield: 96.0%. RXN SMILES: C(=O)([O-])[O-].[K+].[K+].Cl.Cl.Cl.Cl.[N:11]1([CH2:18][CH2:19][CH2:20][N:21]2[CH2:27][CH2:26][CH2:25][NH:24][CH2:23][CH2:22]2)[CH2:17][CH2:16][CH2:15][NH:14][CH2:13][CH2:12]1>O>[N:11]1([CH2:18][CH2:19][CH2:20][N:21]2[CH2:27][CH2:26][CH2:25][NH:24][CH2:23][CH2:22]2)[CH2:17][CH2:16][CH2:15][NH:14][CH2:13][CH2:12]1 |f:0.1.2,3.4.5.6.7|. Procedure details: Potassium carbonate (0.50 g; 3.6 mmol) was added to a solution in water (1 ml) of 1,1′-trimethylenedi-(hexahydro-1,4-diazepine) tetrahydrochloride (540 mg; 1.4 mmol) synthesized in accordance with the same process as in Referential Example 1. The mixture was stirred at room temperature for 15 minutes and concentrated under reduced pressure. A process of adding ethanol (10 ml) to the residue and concentrating the mixture under reduced pressure was conducted twice. The resultant concentrated resid... The reactants are Cl.N1=C(C=CC=C1)N1CCN(CC1)CC(=O)O (2-(4-(pyridin-2-yl)piperazin-1-yl)acetic acid hydrochloride), N[C@H](C(=O)NC1=CC=C(C=C1)OC1=CC=C(C=C1)F)COCC1=CC=CC=C1 ((S)-2-amino-3-(benzyloxy)-N-(4-(4-fluorophenoxy)phenyl)propanamide). Yields the product Compound 126, C(C1=CC=CC=C1)OC[C@@H](C(=O)NC1=CC=C(C=C1)OC1=CC=C(C=C1)F)NC(CN1CCN(CC1)C1=NC=CC=C1)=O ((S)-3-(benzyloxy)-N-(4-(4-fluorophenoxy)phenyl)-2-(2-(4-(pyridin-2-yl)piperazin-1-yl)acetamido)propanamide). Isolated yield 33.6%. RXN SMILES: Cl.[N:2]1[CH:7]=[CH:6][CH:5]=[CH:4][C:3]=1[N:8]1[CH2:13][CH2:12][N:11]([CH2:14][C:15]([OH:17])=O)[CH2:10][CH2:9]1.[NH2:18][C@@H:19]([CH2:37][O:38][CH2:39][C:40]1[CH:45]=[CH:44][CH:43]=[CH:42][CH:41]=1)[C:20]([NH:22][C:23]1[CH:28]=[CH:27][C:26]([O:29][C:30]2[CH:35]=[CH:34][C:33]([F:36])=[CH:32][CH:31]=2)=[CH:25][CH:24]=1)=[O:21]>>[CH2:39]([O:38][CH2:37][C@H:19]([NH:18][C:15](=[O:17])[CH2:14][N:11]1[CH2:10][CH2:9][N:8]([C:3]2[CH:4]=[CH:5][CH:6]=[CH:7][N:2]=2)[CH2:13][CH2:12]1)[C:20]([NH:22][C:23]1[CH:28]=[CH:27][C:26]([O:29][C:30]2[CH:35]=[CH:34][C:33]([F:36])=[CH:32][CH:31]=2)=[CH:25][CH:24]=1)=[O:21])[C:40]1[CH:45]=[CH:44][CH:43]=[CH:42][CH:41]=1 |f:0.1|. Reported procedure: Proceeding as in Example 1, but substituting 2-(4-(pyridin-2-yl)piperazin-1-yl)acetic acid hydrochloride and (S)-2-amino-3-(benzyloxy)-N-(4-(4-fluorophenoxy)phenyl)propanamide, gave Compound 126, (S)-3-(benzyloxy)-N-(4-(4-fluorophenoxy)phenyl)-2-(2-(4-(pyridin-2-yl)piperazin-1-yl)acetamido)propanamide (15.7 g, 33.6%); Major isomer: 1H-NMR (400 MHz, DMSO-D6): σ 10.23 (s, 1H), 8.11-8.12 (m, 1H), 8.05 (d, 1H), 7.60 (d, 2H), 7.51-7.55 (m, 1H), 7.28-7.33 (m, 5H), 7.19-7.25 (m, 2H), 6.98-7.04 (m, 4H),...